This data is from the Open Reaction Database (ORD), a public repository of structured organic reaction records. The task is: describe an organic reaction: reactants, conditions, products, and yield Reactants: Cl.CC1NCCC2=CC=C(C=C12)[N+](=O)[O-] (1-methyl-7-nitro-1,2,3,4-tetrahydroisoquinoline hydrochloride), [H][H] (hydrogen). Reagents/catalysts: [Pd] (Pd-C). Solvent: C(C)O (ethanol). The product is Cl.CC1NCCC2=CC=C(C=C12)N (1-Methyl-1,2,3,4-tetrahydroisoquinolin-7-amine hydrochloride). RXN SMILES: [ClH:1].[CH3:2][CH:3]1[C:12]2[C:7](=[CH:8][CH:9]=[C:10]([N+:13]([O-])=O)[CH:11]=2)[CH2:6][CH2:5][NH:4]1.[H][H]>C(O)C.[Pd]>[ClH:1].[CH3:2][CH:3]1[C:12]2[C:7](=[CH:8][CH:9]=[C:10]([NH2:13])[CH:11]=2)[CH2:6][CH2:5][NH:4]1 |f:0.1,5.6|. Procedure details: A suspension of 1-methyl-7-nitro-1,2,3,4-tetrahydroisoquinoline hydrochloride (2.0 g, 8.75 mmol) in ethanol (100 ml) and a catalytic quantity of 10% Pd-C was hydrogenated until no more hydrogen was taken up. The catalyst was filtered off, the solvent was concentrated to a small volume, ether was added and the precipitated solid was collected and dried: 1.39 g (78%), MS (M+H)+ 163. Reaction conditions: time 30 minute. Reactants: ClC1=C(C=C(C=C1)C(C1(CC1)C(=O)OC(C)(C)C)OC)NC([C@@H]([C@H](C(F)(F)F)C)C1=CC=C(C=C1)Cl)=O (tert-butyl 1-[(4-chloro-3-{[(2S,3R)-2-(4-chlorophenyl)-4,4,4-trifluoro-3-methylbutanoyl]amino}phenyl)(methoxy)methyl]cyclopropanecarboxylate), C(=O)(C(F)(F)F)O (TFA). Yields the product ClC1=C(C=C(C=C1)C(C1(CC1)C(=O)O)OC)NC([C@@H]([C@H](C(F)(F)F)C)C1=CC=C(C=C1)Cl)=O (1-[(4-Chloro-3-{[(2S,3R)-2-(4-chlorophenyl)-4,4,4-trifluoro-3-methylbutanoyl]amino}phenyl)-(methoxy)methyl]cyclopropanecarboxylic acid). Procedure details: 151 mg (0.269 mmol) of tert-butyl 1-[(4-chloro-3-{[(2S,3R)-2-(4-chlorophenyl)-4,4,4-trifluoro-3-methylbutanoyl]amino}phenyl)(methoxy)methyl]cyclopropanecarboxylate (as diastereomer mixture) were dissolved in 2.9 ml of dichloromethane, and 1.0 ml of TFA was added at RT. After 30 min at RT, the reaction mixture was concentrated under reduced pressure and the residue was concentrated under reduced pressure. The crude product obtained in this manner was purified by RP-HPLC (mobile phase acetonitrile... Run in ClCCl (dichloromethane). Reaction SMILES: [Cl:1][C:2]1[CH:7]=[CH:6][C:5]([CH:8]([O:19][CH3:20])[C:9]2([C:12]([O:14]C(C)(C)C)=[O:13])[CH2:11][CH2:10]2)=[CH:4][C:3]=1[NH:21][C:22](=[O:37])[C@H:23]([C:30]1[CH:35]=[CH:34][C:33]([Cl:36])=[CH:32][CH:31]=1)[C@@H:24]([CH3:29])[C:25]([F:28])([F:27])[F:26].C(O)(C(F)(F)F)=O>ClCCl>[Cl:1][C:2]1[CH:7]=[CH:6][C:5]([CH:8]([O:19][CH3:20])[C:9]2([C:12]([OH:14])=[O:13])[CH2:10][CH2:11]2)=[CH:4][C:3]=1[NH:21][C:22](=[O:37])[C@H:23]([C:30]1[CH:31]=[CH:32][C:33]([Cl:36])=[CH:34][CH:35]=1)[C@@H:24]([CH3:29])[C:25]([F:28])([F:27])[F:26]. Reactants: C1CCNCC1, CCO, CC(C)(C)OC(=O)Nc1cccc(-c2ccc(C=O)o2)c1, O=C1Cc2ccccc2N1. The product is CC(C)(C)OC(=O)Nc1cccc(-c2ccc(C=C3C(=O)Nc4ccccc43)o2)c1. Reaction SMILES: [CH2:32]1[CH2:33][CH2:34][NH:35][CH2:36][CH2:37]1.[CH3:38][CH2:39][OH:40].[CH:11](=[O:12])[c:13]1[cH:14][cH:15][c:16](-[c:18]2[cH:19][c:20]([NH:24][C:25]([O:26][C:27]([CH3:28])([CH3:29])[CH3:30])=[O:31])[cH:21][cH:22][cH:23]2)[o:17]1.[NH:1]1[C:2](=[O:10])[CH2:3][c:4]2[cH:5][cH:6][cH:7][cH:8][c:9]21>>[NH:1]1[C:2](=[O:10])[C:3](=[CH:11][c:13]2[cH:14][cH:15][c:16](-[c:18]3[cH:19][c:20]([NH:24][C:25]([O:26][C:27]([CH3:28])([CH3:29])[CH3:30])=[O:31])[cH:21][cH:22][cH:23]3)[o:17]2)[c:4]2[cH:5][cH:6][cH:7][cH:8][c:9]21. The reactants are C(C1=CC=CC=C1)OCCCOC1=CC(N(C=C1)C1CN(CCC1O)C(=O)OC(C)(C)C)=O (tert-butyl (3'RS,4'RS)-4-(3-benzyloxy-propoxy)-4'-hydroxy-2-oxo-3',4',5',6'-tetrahydro-2H,2'H-[1,3']bipyridine-1'-carboxylate), BrCC1=CC2=CC=CC=C2C=C1 (2-bromomethyl-naphthalene), Example 145 ( h ), C(C1=CC=CC=C1)OCCCOC1=CC(N(C=C1)C1C(CN(CC1)C(=O)OC(C)(C)C)O)=O (tert-butyl (3'RS,4'RS)-4-(3-benzyloxy-propoxy)-3'-hydroxy-2-oxo-3',4',5',6'-tetrahydro-2H,2'H-[1,4']bipyridine-1'-carboxylate). Yields the product C(C1=CC=CC=C1)OCCCOC1=CC(N(C=C1)C1CN(CCC1OCC1=CC2=CC=CC=C2C=C1)C(=O)OC(C)(C)C)=O (tert-butyl (3'RS,4'RS)-4-(3-benzyloxy-propoxy)-4'-(naphthalen-2-ylmethoxy)-2-oxo-3',4',5',6'-tetrahydro-2H,2'H-[1,3']bipyridine-1'-carboxylate), C(C1=CC=CC=C1)OCCCOC1=CC(N(C=C1)C1C(CN(CC1)C(=O)OC(C)(C)C)OCC1=CC2=CC=CC=C2C=C1)=O (tert-butyl (3'RS,4'RS)-4-(3-benzyloxy-propoxy)-3'-(naphthalen-2-ylmethoxy)-2-oxo-3',4',5',6'-tetrahydro-2H,2'H-[1,4']bipyridine-1'-carboxylate). As a reaction SMILES: [CH2:1]([O:8][CH2:9][CH2:10][CH2:11][O:12][C:13]1[CH:18]=[CH:17][N:16]([CH:19]2[CH2:24][CH2:23][N:22]([C:25]([O:27][C:28]([CH3:31])([CH3:30])[CH3:29])=[O:26])[CH2:21][CH:20]2[OH:32])[C:15](=[O:33])[CH:14]=1)[C:2]1[CH:7]=[CH:6][CH:5]=[CH:4][CH:3]=1.[CH2:34]([O:41][CH2:42][CH2:43][CH2:44][O:45][C:46]1[CH:51]=[CH:50][N:49]([CH:52]2[CH:57]([OH:58])[CH2:56][CH2:55][N:54]([C:59]([O:61][C:62]([CH3:65])([CH3:64])[CH3:63])=[O:60])[CH2:53]2)[C:48](=[O:66])[CH:47]=1)[C:35]1[CH:40]=[CH:39][CH:38]=[CH:37][CH:36]=1.Br[CH2:68][C:69]1[CH:78]=[CH:77][C:76]2[C:71](=[CH:72][CH:73]=[CH:74][CH:75]=2)[CH:70]=1>>[CH2:34]([O:41][CH2:42][CH2:43][CH2:44][O:45][C:46]1[CH:51]=[CH:50][N:49]([CH:52]2[CH:57]([O:58][CH2:68][C:69]3[CH:78]=[CH:77][C:76]4[C:71](=[CH:72][CH:73]=[CH:74][CH:75]=4)[CH:70]=3)[CH2:56][CH2:55][N:54]([C:59]([O:61][C:62]([CH3:63])([CH3:65])[CH3:64])=[O:60])[CH2:53]2)[C:48](=[O:66])[CH:47]=1)[C:35]1[CH:40]=[CH:39][CH:38]=[CH:37][CH:36]=1.[CH2:1]([O:8][CH2:9][CH2:10][CH2:11][O:12][C:13]1[CH:18]=[CH:17][N:16]([CH:19]2[CH2:24][CH2:23][N:22]([C:25]([O:27][C:28]([CH3:30])([CH3:29])[CH3:31])=[O:26])[CH2:21][CH:20]2[O:32][CH2:68][C:69]2[CH:78]=[CH:77][C:76]3[C:71](=[CH:72][CH:73]=[CH:74][CH:75]=3)[CH:70]=2)[C:15](=[O:33])[CH:14]=1)[C:2]1[CH:3]=[CH:4][CH:5]=[CH:6][CH:7]=1. Procedure: In an analogous manner to that described in Example 145 (h), from a mixture of tert-butyl (3'RS,4'RS)-4-(3-benzyloxy-propoxy)-3'-hydroxy-2-oxo-3',4',5',6'-tetrahydro-2H,2'H-[1,4']bipyridine-1'-carboxylate and tert-butyl (3'RS,4'RS)-4-(3-benzyloxy-propoxy)-4'-hydroxy-2-oxo-3',4',5',6'-tetrahydro-2H,2'H-[1,3']bipyridine-1'-carboxylate by means of alkylation with 2-bromomethyl-naphthalene and after chromatographic separation of the two isomers on silica gel using a 1:4 mixture of methylene chloride... Starting materials: CCCc1nc(CC)c(Br)c(=O)n1Cc1ccc(-c2ccccc2C#N)cc1, CCc1cccc(O)c1, CS(C)=O, CCOC(C)=O, [K+], [OH-]. The product is CCCc1nc(CC)c(Oc2cccc(CC)c2)c(=O)n1Cc1ccc(-c2ccccc2C#N)cc1. As a reaction SMILES: [Br:1][c:2]1[c:3]([CH2:27][CH3:28])[n:4][c:5]([CH2:24][CH2:25][CH3:26])[n:6]([CH2:9][c:10]2[cH:11][cH:12][c:13](-[c:16]3[c:17]([C:22]#[N:23])[cH:18][cH:19][cH:20][cH:21]3)[cH:14][cH:15]2)[c:7]1=[O:8].[CH2:29]([CH3:30])[c:31]1[cH:32][c:33]([OH:37])[cH:34][cH:35][cH:36]1.[CH3:40][S:41](=[O:42])[CH3:43].[CH3:44][CH2:45][O:46][C:47](=[O:48])[CH3:49].[K+:39].[OH-:38]>>[c:2]1([O:37][c:33]2[cH:32][c:31]([CH2:29][CH3:30])[cH:36][cH:35][cH:34]2)[c:3]([CH2:27][CH3:28])[n:4][c:5]([CH2:24][CH2:25][CH3:26])[n:6]([CH2:9][c:10]2[cH:11][cH:12][c:13](-[c:16]3[c:17]([C:22]#[N:23])[cH:18][cH:19][cH:20][cH:21]3)[cH:14][cH:15]2)[c:7]1=[O:8].